From a dataset of the Open Reaction Database (ORD), a public repository of structured organic reaction records. describe an organic reaction: reactants, conditions, products, and yield Starting materials: [H-].[Al+3].[Li+].[H-].[H-].[H-] (lithium aluminum hydride), C1(=CC=CC=C1)C=1N=C(NC1C1=CC=CC=C1)SCCCCC(=O)NCCCCCCC (5-(4,5-diphenyl-1H-imidazol-2-ylthio)-N-heptylpentanamide). The solvent is O1CCCC1 (tetrahydrofuran), O1CCCC1 (tetrahydrofuran). Reaction conditions: time 30 minute. Product: C1(=CC=CC=C1)C=1N=C(NC1C1=CC=CC=C1)SCCCCCNCCCCCCC (N-[5-(4,5-diphenyl-1H-imidazol-2-ylthio)pentyl]-1-heptanamine). As a reaction SMILES: [H-].[Al+3].[Li+].[H-].[H-].[H-].[C:7]1([C:13]2[N:14]=[C:15]([S:24][CH2:25][CH2:26][CH2:27][CH2:28][C:29]([NH:31][CH2:32][CH2:33][CH2:34][CH2:35][CH2:36][CH2:37][CH3:38])=O)[NH:16][C:17]=2[C:18]2[CH:23]=[CH:22][CH:21]=[CH:20][CH:19]=2)[CH:12]=[CH:11][CH:10]=[CH:9][CH:8]=1>O1CCCC1>[C:7]1([C:13]2[N:14]=[C:15]([S:24][CH2:25][CH2:26][CH2:27][CH2:28][CH2:29][NH:31][CH2:32][CH2:33][CH2:34][CH2:35][CH2:36][CH2:37][CH3:38])[NH:16][C:17]=2[C:18]2[CH:19]=[CH:20][CH:21]=[CH:22][CH:23]=2)[CH:8]=[CH:9][CH:10]=[CH:11][CH:12]=1 |f:0.1.2.3.4.5|. Procedure details: Part D. To a solution of lithium aluminum hydride, (1.52 g, 0.04 mol) in dry tetrahydrofuran (50 mL) was added, dropwise, a solution of 5-(4,5-diphenyl-1H-imidazol-2-ylthio)-N-heptylpentanamide (4.04 g, 0.009 mol) in tetrahydrofuran (25 mL) and the reaction mixture was stirred at reflux for 18 hours. The reaction mixture was cooled to 0°, quenched by the slow and careful sequential addition of water (1.52 mL), 15% sodium hydroxide (4.56 mL), and water (4.56 mL), and then stirred at 0° for 30 min...